Dataset: the Open Reaction Database (ORD), a public repository of structured organic reaction records. Task: describe an organic reaction: reactants, conditions, products, and yield Starting materials: FC(S(=O)(=O)OC1=C(C=C(C(=C1)F)F)[Si](C)(C)C)(F)F (4,5-difluoro-2-(trimethylsilyl)phenyl trifluoromethanesulfonate), [F-].[Cs+] (Cesium Fluoride), P([O-])([O-])[O-] (phosphite), C(C)#N (Acetonitrile), CCOC(=O)C (EtOAc). Solvent: Pet Ether. The product is FC=1C=C(C=CC1F)P(OC)(OC)=O (Dimethyl 3,4-difluorophenylphosphonate). As a reaction SMILES: FC(F)(F)S(O[C:7]1[CH:12]=[C:11]([F:13])[C:10]([F:14])=[CH:9][C:8]=1[Si](C)(C)C)(=O)=O.[F-].[Cs+].[P:23]([O-:26])([O-])[O-:24].[C:27](#N)C.CCO[C:33](C)=[O:34]>>[F:14][C:10]1[CH:9]=[C:8]([P:23](=[O:26])([O:34][CH3:33])[O:24][CH3:27])[CH:7]=[CH:12][C:11]=1[F:13] |f:1.2|. Reported procedure: 4,5-difluoro-2-(trimethylsilyl)phenyl trifluoromethanesulfonate (25 mg, 0.074 mmol), Cesium Fluoride (62 mg, 0.411 mmol), Trimethtyl phosphite (37 mg, 0.299 mmol), Acetonitrile (1 ml): Reaction Time: 4 h; Rf: 0.4 (1:3 EtOAc:Pet Ether); Thick oil; 11.8 mg, 71%; 1H NMR (400 MHz, CDCl3, TMS) δ 7.67-7.53 (m, 2H), 7.34-7.24 (m, 1H), 3.79 (s, 3H), 3.77 (s, 3H); 13C NMR (100 MHz, CDCl3, TMS) δ 153.3 (ddd, J=3.9, 12.3, 256.6 Hz), 150.3 (ddd, J=12.3, 22.4, 252.0 Hz), 129.0 (ddd, J=3.9, 6.9, 10.8 Hz), 124... Reactants: Cl.CC1=NC=2C(=NC3=C(NC2S1)C=CC=C3)N (2-methyl-4H-3-thia-1,4,9-triazabenzo[f]azulene-10-ylamine hydrochloride), COCC[C@@H]1NCCNC1 ((S)-2-(2-methoxyethyl)piperazine). Reaction SMILES: Cl.[CH3:2][C:3]1[S:12][C:11]2[NH:10][C:9]3[CH:13]=[CH:14][CH:15]=[CH:16][C:8]=3[N:7]=[C:6]([NH2:17])[C:5]=2[N:4]=1.[CH3:18][O:19][CH2:20][CH2:21][C@H:22]1[CH2:27]N[CH2:25][CH2:24][NH:23]1>>[CH3:18][O:19][CH2:20][CH2:21][C@@H:22]1[NH:23][CH2:24][CH2:25][N:17]([C:6]2[C:5]3[N:4]=[C:3]([CH3:2])[S:12][C:11]=3[NH:10][C:9]3[CH:13]=[CH:14][CH:15]=[CH:16][C:8]=3[N:7]=2)[CH2:27]1 |f:0.1|. Procedure details: In a manner such as that described in Example 300, combine 2-methyl-4H-3-thia-1,4,9-triazabenzo[f]azulene-10-ylamine hydrochloride (0.437 g, 1.64 mmol) and (S)-2-(2-methoxyethyl)piperazine (0.474 g, 3.29 mmol) to obtain the title compound: mass spectrum (APCI): m/z=358.0 (M+1). Yields the product COCC[C@H]1CN(CCN1)C1=NC2=C(NC=3SC(=NC13)C)C=CC=C2 ((S)-10-[3-(2-Methoxyethyl)piperazin-1-yl]-2-methyl-4H-3-thia-1,4,9-triazabenzo[f]azulene). Starting materials: N1=CC=CC=C1 (pyridine), Cl (hydrochloric acid), O (water), COC1=CC=C2[C@@H]([C@@H](COC2=C1)C1=CC=CC=C1)C1=CC=C(C=C1)OCCN1CCCC1 (cis-7-Methoxy-3-phenyl-4-{4-[2-(pyrrolidin-1-yl)ethoxy]phenyl}chromane). Conditions: temperature 140 celsius, time 6 hour. Procedure: cis-7-Methoxy-3-phenyl-4-{4-[2-(pyrrolidin-1-yl)ethoxy]phenyl}chromane (4 g) was dissolved in melted pyridinium chloride, prepared from a mixture of pyridine (20 ml) and conc. hydrochloric acid (21 ml) where the water was removed by distillation at 140° C. The mixture was heated at 140° C. for 3 hours and then at 150° C. for 6 hours. The mixture was cooled down to 100° C. Water was added (30 ml) and the mixture was cooled down to 30° C. Toluene (30 ml) and sodium hydroxide (32,5%) to pH 12 was a... RXN SMILES: C[O:2][C:3]1[CH:12]=[C:11]2[C:6]([C@H:7]([C:19]3[CH:24]=[CH:23][C:22]([O:25][CH2:26][CH2:27][N:28]4[CH2:32][CH2:31][CH2:30][CH2:29]4)=[CH:21][CH:20]=3)[C@H:8]([C:13]3[CH:18]=[CH:17][CH:16]=[CH:15][CH:14]=3)[CH2:9][O:10]2)=[CH:5][CH:4]=1.N1C=CC=CC=1.[ClH:39].O>[Cl-].[NH+]1C=CC=CC=1>[ClH:39].[OH:2][C:3]1[CH:12]=[C:11]2[C:6]([C@H:7]([C:19]3[CH:24]=[CH:23][C:22]([O:25][CH2:26][CH2:27][N:28]4[CH2:32][CH2:31][CH2:30][CH2:29]4)=[CH:21][CH:20]=3)[C@H:8]([C:13]3[CH:14]=[CH:15][CH:16]=[CH:17][CH:18]=3)[CH2:9][O:10]2)=[CH:5][CH:4]=1 |f:4.5,6.7|. Run in [Cl-].[NH+]1=CC=CC=C1 (pyridinium chloride). The product is Cl.OC1=CC=C2[C@@H]([C@@H](COC2=C1)C1=CC=CC=C1)C1=CC=C(C=C1)OCCN1CCCC1 (cis-7-Hydroxy-3-phenyl-4-{4-[2-(pyrrolidin-1-yl)ethoxy]phenyl}chromane hydrochloride). Reactants: N1=CC=C(C=C1)C (γ-picolin), OC1=CC=C(C=O)C=C1 (p-hydroxybenzaldehyde), N (ammonia), Cl (hydrochloric acid). Solvent: C(C)(=O)OC(C)=O (acetic anhydride). Conditions: time 1 hour. Product: OC1=CC=C(C=C1)C=CC1=CC=NC=C1 (4-[2-(4-hydroxyphenyl)-ethenyl]-pyridine). Yield: 82.7%. As a reaction SMILES: [N:1]1[CH:6]=[CH:5][C:4]([CH3:7])=[CH:3][CH:2]=1.[OH:8][C:9]1[CH:16]=[CH:15][C:12]([CH:13]=O)=[CH:11][CH:10]=1.Cl.N>C(OC(=O)C)(=O)C>[OH:8][C:9]1[CH:16]=[CH:15][C:12]([CH:13]=[CH:7][C:4]2[CH:5]=[CH:6][N:1]=[CH:2][CH:3]=2)=[CH:11][CH:10]=1. Procedure details: In 65.8 g of acetic anhydride, 20.0 g of γ-picolin and 26.2 g of p-hydroxybenzaldehyde were refluxed for 24 hours. The resultant reaction mixture and 100 ml of 6 N hydrochloric acid added thereto were further refluxed for 60 minutes and then cooled. The reaction product was neutralized by addition of aqueous ammonia and stirred for 1 hour. The yellow crystals which consequently deposited therein were separated by filtration. The crystals were recrystallized from a mixed solvent of ethanol and et... Reactants: O=c1ccccn1C(=S)n1ccccc1=O, ClCCl, COc1cc(N)c(F)cc1-n1cnc(C)n1. Product: COc1cc(N=C=S)c(F)cc1-n1cnc(C)n1. RXN SMILES: [C:17](=[S:18])([n:19]1[cH:20][cH:21][cH:22][cH:23][c:24]1=[O:25])[n:26]1[cH:27][cH:28][cH:29][cH:30][c:31]1=[O:32].[Cl:33][CH2:34][Cl:35].[F:1][c:2]1[c:3]([NH2:4])[cH:5][c:6]([O:15][CH3:16])[c:7](-[n:9]2[n:10][c:11]([CH3:14])[n:12][cH:13]2)[cH:8]1>>[F:1][c:2]1[c:3]([N:4]=[C:17]=[S:18])[cH:5][c:6]([O:15][CH3:16])[c:7](-[n:9]2[n:10][c:11]([CH3:14])[n:12][cH:13]2)[cH:8]1. The reactants are [Br-], [Br-], CC[Mg+], CCBr, [Mg], [Mg+]C#Cc1ccccc1, C#Cc1ccccc1, CCOC(=O)C(=O)c1ccccc1. As a reaction SMILES: [Br-:17].[Br-:9].[CH2:10]([Mg+:11])[CH3:12].[CH2:14]([Br:15])[CH3:16].[Mg:13].[c:18]1([C:19]#[C:20][Mg+:21])[cH:22][cH:23][cH:24][cH:25][cH:26]1.[c:1]1([C:7]#[CH:8])[cH:2][cH:3][cH:4][cH:5][cH:6]1.[c:27]1([C:33]([C:34](=[O:35])[O:36][CH2:37][CH3:38])=[O:39])[cH:28][cH:29][cH:30][cH:31][cH:32]1>>[c:1]1([C:7]#[C:8][C:33]([c:27]2[cH:28][cH:29][cH:30][cH:31][cH:32]2)([C:34](=[O:35])[O:36][CH2:37][CH3:38])[OH:39])[cH:2][cH:3][cH:4][cH:5][cH:6]1. Product: CCOC(=O)C(O)(C#Cc1ccccc1)c1ccccc1. Reactants: polyethylene glycol, sugar, hydroxypropylmethyl cellulose, lecithin, C([O-])([O-])=O.[Ca+2] (calcium carbonate), C([C@H](O)[C@@H](O)[C@H](O)CO)O (xylitol). Yields the product OC[C@H](O)[C@@H](O)[C@H](O)[C@H](O)CO (sorbitol). The yield is 22.0%. Reaction SMILES: [C:1](=[O:4])([O-])[O-].[Ca+2].[CH2:6]([OH:15])[C@@H:7]([C@H:9]([C@@H:11]([CH2:13][OH:14])[OH:12])[OH:10])[OH:8]>>[OH:15][CH2:6][C@@H:7]([C@H:9]([C@@H:11]([C@@H:13]([CH2:1][OH:4])[OH:14])[OH:12])[OH:10])[OH:8] |f:0.1|. Reported procedure: A stabilized, substantially non-volatile mixture of 15 grams of a medium chain triglyceride and 22.5 grams of menthol crystals was formed. To this mixture was added 0.45 grams of F, D and C Blue No. 1 H.T. Lake. A second mixture comprising 22.5 grams of polyethylene glycol (8,000 carbowax) with 12 grams of hydrogenated cottonseed oil was heated separately. An additional mixture of 129.6 grams of corn sugar solids (maltodextrose M-365), 45 grams of hydroxypropylmethyl cellulose, 1.5 grams of leci... The reactants are COC(C1=CC(=C(C=C1)SC1=CC=C(C=C1)O)[N+](=O)[O-])=O (4-(4-hydroxy-phenylsulfanyl)-3-nitro-benzoic acid methyl ester), [NH4+].[Cl-] (NH4Cl). The reagents and catalysts are [Fe] (Fe). Solvent: CCO (EtOH), CCOC(=O)C (AcOEt). Product: COC(C1=CC(=C(C=C1)SC1=CC=C(C=C1)O)N)=O (3-Amino-4-(4-hydroxy-phenylsulfanyl)-benzoic acid methyl ester). RXN SMILES: [CH3:1][O:2][C:3](=[O:21])[C:4]1[CH:9]=[CH:8][C:7]([S:10][C:11]2[CH:16]=[CH:15][C:14]([OH:17])=[CH:13][CH:12]=2)=[C:6]([N+:18]([O-])=O)[CH:5]=1.[NH4+].[Cl-]>CCO.CCOC(C)=O.[Fe]>[CH3:1][O:2][C:3](=[O:21])[C:4]1[CH:9]=[CH:8][C:7]([S:10][C:11]2[CH:16]=[CH:15][C:14]([OH:17])=[CH:13][CH:12]=2)=[C:6]([NH2:18])[CH:5]=1 |f:1.2|. Procedure: A suspension of 4-(4-hydroxy-phenylsulfanyl)-3-nitro-benzoic acid methyl ester (5.60 g, 18 mmol), Fe powder (5.34 g, 92 mmol) and NH4Cl (4.91 g, 92 mmol) in aqueous EtOH [prepared from EtOH (50 mL) and H2O (50 mL)] was gradually heated to reflux and refluxed for 45 minutes. The reaction mixture was diluted with AcOEt (50 mL) and filtered through celite pad. The filtrate was evaporated and the aqueous residue was portioned between AcOEt and 10% NaHCO3. The organic layer was separated, washed with... Starting materials: [N+](=O)([O-])C=1C=C(C=O)C=CC1 (3-nitrobenzaldehyde), [BH4-].[Na+] (NaBH4). Run at time 1 hour. Yield: 94.3%. As a reaction SMILES: [N+:1]([C:4]1[CH:5]=[C:6]([CH:9]=[CH:10][CH:11]=1)[CH:7]=[O:8])([O-:3])=[O:2].[BH4-].[Na+]>CO>[N+:1]([C:4]1[CH:5]=[C:6]([CH2:7][OH:8])[CH:9]=[CH:10][CH:11]=1)([O-:3])=[O:2] |f:1.2|. The product is [N+](=O)([O-])C=1C=C(C=CC1)CO ((3-Nitro-phenyl)-methanol). Procedure details: To a solution of 3-nitrobenzaldehyde (1) (200 g, 1.32 mol) in methanol (1000 mL) at 0° C. under N2 atmosphere was slowly added NaBH4 (25 g, 0.66 mol) and then the reaction mixture was allowed to stir at room temperature for 1 h. The reaction mixture was re-cooled to 0° C. and quenched with ice-water, methanol was removed under reduced pressure and the residue was extracted with CH2Cl2 (5×200 mL). The combined organic layer was washed with brine, dried over anhydrous Na2SO4 and concentrated to fu... The solvent is CO (methanol).